This data is from the Open Reaction Database (ORD), a public repository of structured organic reaction records. The task is: describe an organic reaction: reactants, conditions, products, and yield Reactants: [S-]C#N.[NH4+] (ammonium thiocyanate), C(=O)([O-])[O-].[K+].[K+] (K2CO3), C(C)(C)OC(=O)C=1N=CC=2NC3=CC=C(C=C3C2C1CC)N (6-amino-4-ethyl-β-carboline-3-carboxylic acid isopropyl ester), acetic bromine. The solvent is C(C)(=O)O (acetic acid), C(C)(=O)OCC.O (ethyl acetate water). Run at time 1 hour. Product: C(C)(C)OC(=O)C=1N=CC=2NC3=CC=C4C(=C3C2C1CC)N=C(S4)N (2-Amino-10-ethyl-thiazolo[4,5-g]-β-carboline-9-carboxylic acid isopropyl ester). The yield is 60.5%. RXN SMILES: [CH:1]([O:4][C:5]([C:7]1[N:8]=[CH:9][C:10]2[NH:11][C:12]3[C:17]([C:18]=2[C:19]=1[CH2:20][CH3:21])=[CH:16][C:15](N)=[CH:14][CH:13]=3)=[O:6])([CH3:3])[CH3:2].[S-:23][C:24]#[N:25].[NH4+:26].C([O-])([O-])=O.[K+].[K+]>C(O)(=O)C.C(OCC)(=O)C.O>[CH:1]([O:4][C:5]([C:7]1[N:8]=[CH:9][C:10]2[NH:11][C:12]3[C:17]([C:18]=2[C:19]=1[CH2:20][CH3:21])=[C:16]1[N:25]=[C:24]([NH2:26])[S:23][C:15]1=[CH:14][CH:13]=3)=[O:6])([CH3:2])[CH3:3] |f:1.2,3.4.5,7.8|. Procedure details: 297 mg of 6-amino-4-ethyl-β-carboline-3-carboxylic acid isopropyl ester is dissolved in 5 ml of acetic acid, mixed with 152 mg of ammonium thiocyanate and stirred for 1 hour at room temperature. Then, the reaction solution is cooled to 10° C. and mixed drop by drop with 0.05 ml of acetic bromine solution (0.5 ml of BR2 in 9.5 ml of acetic acid). It is stirred for 1 more hour at 10° C. and then heated to room temperature. The reaction mixture is taken up in ethyl acetate/water and neutralized wit... Reactants: Cl.C(C)(C)C=1C=C(C=CC1)[C@H](C)N ((S)-1-(3-isopropylphenyl)ethanamine hydrochloride), COC([C@H](C)OC=1C=C(CN2C(=C(C3=CC(=CC=C23)C(=O)O)C)C)C=CC1)=O ((S)-1-(3-((1-methoxy-1-oxopropan-2-yl)oxy)benzyl)-2,3-dimethyl-1H-indole-5-carboxylic acid). Product: C(C)(C)C=1C=C(C=CC1)[C@H](C)NC(=O)C=1C=C2C(=C(N(C2=CC1)CC=1C=C(O[C@H](C(=O)OC)C)C=CC1)C)C ((S)-Methyl 2-(3-((5-(((S)-1-(3-isopropylphenyl)ethyl)carbamoyl)-2,3-dimethyl-1H-indol-1-yl)methyl)phenoxy)propanoate). Reaction SMILES: Cl.[CH:2]([C:5]1[CH:6]=[C:7]([C@@H:11]([NH2:13])[CH3:12])[CH:8]=[CH:9][CH:10]=1)([CH3:4])[CH3:3].[CH3:14][O:15][C:16](=[O:41])[C@@H:17]([O:19][C:20]1[CH:21]=[C:22]([CH:38]=[CH:39][CH:40]=1)[CH2:23][N:24]1[C:32]2[C:27](=[CH:28][C:29]([C:33](O)=[O:34])=[CH:30][CH:31]=2)[C:26]([CH3:36])=[C:25]1[CH3:37])[CH3:18]>>[CH:2]([C:5]1[CH:6]=[C:7]([C@@H:11]([NH:13][C:33]([C:29]2[CH:28]=[C:27]3[C:32](=[CH:31][CH:30]=2)[N:24]([CH2:23][C:22]2[CH:21]=[C:20]([CH:40]=[CH:39][CH:38]=2)[O:19][C@@H:17]([CH3:18])[C:16]([O:15][CH3:14])=[O:41])[C:25]([CH3:37])=[C:26]3[CH3:36])=[O:34])[CH3:12])[CH:8]=[CH:9][CH:10]=1)([CH3:4])[CH3:3] |f:0.1|. Reported procedure: The title compound was prepared following the same protocol as described in Step 5, Example 36, using the (S)-1-(3-isopropylphenyl)ethanamine hydrochloride instead of the (S)-1-(3-cyclopropylphenyl)ethanamine hydrochloride and the (S)-1-(3-((1-methoxy-1-oxopropan-2-yl)oxy)benzyl)-2,3-dimethyl-1H-indole-5-carboxylic acid instead of the 1-(4-(2-methoxy-2-oxoethoxy)benzyl)-2,3-dimethyl-1H-indole-5-carboxylic acid. Reactants: ClC=1C(=NC(=NC1)NC=1C=C(C=CC1)CCCO)NCCC1=CC(=CC=C1)OC (3-{3-[(5-chloro-4-{[2-(3-methoxyphenyl)ethyl]amino}pyrimidin-2-yl)amino]phenyl}propan-1-ol), B(Br)(Br)Br (boron tribromide), resultant mixture, C(=O)([O-])[O-].[Na+].[Na+] (Na2CO3). Run in C(Cl)Cl (methylene chloride), C(Cl)Cl (methylene chloride), C(=O)=O (dry ice). Conditions: time 8 hour. Yields the product BrCCCC=1C=C(C=CC1)NC1=NC=C(C(=N1)NCCC=1C=C(C=CC1)O)Cl (3-{2-[(2-{[3-(3-Bromopropyl)phenyl]amino}-5-chloropyrimidin-4-yl)amino]ethyl}phenol). The yield is 96.0%. RXN SMILES: [Cl:1][C:2]1[C:3]([NH:19][CH2:20][CH2:21][C:22]2[CH:27]=[CH:26][CH:25]=[C:24]([O:28]C)[CH:23]=2)=[N:4][C:5]([NH:8][C:9]2[CH:10]=[C:11]([CH2:15][CH2:16][CH2:17]O)[CH:12]=[CH:13][CH:14]=2)=[N:6][CH:7]=1.B(Br)(Br)[Br:31].C([O-])([O-])=O.[Na+].[Na+]>C(Cl)Cl.C(=O)=O>[Br:31][CH2:17][CH2:16][CH2:15][C:11]1[CH:10]=[C:9]([NH:8][C:5]2[N:4]=[C:3]([NH:19][CH2:20][CH2:21][C:22]3[CH:23]=[C:24]([OH:28])[CH:25]=[CH:26][CH:27]=3)[C:2]([Cl:1])=[CH:7][N:6]=2)[CH:14]=[CH:13][CH:12]=1 |f:2.3.4|. Procedure details: To a solution of 3-{3-[(5-chloro-4-{[2-(3-methoxyphenyl)ethyl]amino}pyrimidin-2-yl)amino]phenyl}propan-1-ol (0.41 g, 0.73 mmol) in methylene chloride (4.7 mL) was added slowly a solution of boron tribromide in methylene chloride (3.6 mL, 3.6 mmol, 1.0 M) at 0° C. The mixture was allowed to warm up to rt and stirred overnight. The resultant mixture was cooled in dry ice when Na2CO3 (saturated aqueous solution) was added. The mixture was filtered and the solid collected was triturated with EtOAc, ... Reactants: BrC1=C(C=C2N3[C@@H](C(NN=C3COC2=C1)=O)C)[C@H]1[C@H](CNCC1)C ((R)-7-bromo-4-methyl-6-((3R,4R)-3-methyl-piperidin-4-yl)-2,10-dihydro-9-oxa-1,2,4a-triaza-phenanthren-3-one), C=O (paraformaldehyde), C(=O)(O)[O-].[Na+] (NaHCO3), [BH3-]C#N.[Na+] (NaBH3CN). Solvent: CC(=O)O (AcOH), CO (MeOH). Run at time 1 hour. Product: BrC1=C(C=C2N3[C@@H](C(NN=C3COC2=C1)=O)C)[C@H]1[C@H](CN(CC1)C)C ((R)-7-bromo-6-((3R,4R)-1,3-dimethyl-piperidin-4-yl)-4-methyl-2,10-dihydro-9-oxa-1,2,4a-triaza-phenanthren-3-one). Yield: 79.1%. As a reaction SMILES: [Br:1][C:2]1[CH:15]=[C:14]2[C:5]([N:6]3[C:11]([CH2:12][O:13]2)=[N:10][NH:9][C:8](=[O:16])[C@H:7]3[CH3:17])=[CH:4][C:3]=1[C@@H:18]1[CH2:23][CH2:22][NH:21][CH2:20][C@@H:19]1[CH3:24].C=O.[BH3-][C:28]#N.[Na+].C([O-])(O)=O.[Na+]>CC(O)=O.CO>[Br:1][C:2]1[CH:15]=[C:14]2[C:5]([N:6]3[C:11]([CH2:12][O:13]2)=[N:10][NH:9][C:8](=[O:16])[C@H:7]3[CH3:17])=[CH:4][C:3]=1[C@@H:18]1[CH2:23][CH2:22][N:21]([CH3:28])[CH2:20][C@@H:19]1[CH3:24] |f:2.3,4.5|. Procedure details: To a solution of (R)-7-bromo-4-methyl-6-((3R,4R)-3-methyl-piperidin-4-yl)-2,10-dihydro-9-oxa-1,2,4a-triaza-phenanthren-3-one (2.2 g, 5.59 mmol) in AcOH (10 mL) and MeOH (100 mL) was added paraformaldehyde (0.839 g, 28.0 mmol). The reaction mixture was stirred at ambient temperature for 1 h. NaBH3CN (0.557 g, 14.0 mmol) was added and the resulting mixture was stirred at ambient temperature overnight. Aqueous saturated NaHCO3 solution (30 mL) was added and the reaction mixture was extracted with E... Reactants: C(C)OC(=O)N=S(=O)(C1=CC(=CC=C1)COC1=C(C=C2C(=NC=NC2=C1)NC1=CC(=NC=C1)C)OC)C ((RS)-N-(ethoxycarbonyl)-S-methyl-S-[3-({[4-(2-methyl-4-pyridylamino)-6-methoxyquinazolin-7-yl]oxy}methyl)phenyl]-sulphoximide). The solvent is ClCCl.CO (dichloromethane methanol). The product is CC1=NC=CC(=C1)NC1=NC=NC2=CC(=C(C=C12)OC)OCC=1C=C(C=CC1)S(=O)(=N)C ((RS)-S-[3-({[4-(2-Methyl-4-pyridylamino)-6-methoxyquinazolin-7-yl]oxy}methyl)-phenyl]-S-methylsulphoximide). The yield is 79.0%. Reaction SMILES: C(OC([N:6]=[S:7]([CH3:37])([C:9]1[CH:14]=[CH:13][CH:12]=[C:11]([CH2:15][O:16][C:17]2[CH:26]=[C:25]3[C:20]([C:21]([NH:27][C:28]4[CH:33]=[CH:32][N:31]=[C:30]([CH3:34])[CH:29]=4)=[N:22][CH:23]=[N:24]3)=[CH:19][C:18]=2[O:35][CH3:36])[CH:10]=1)=[O:8])=O)C>ClCCl.CO>[CH3:34][C:30]1[CH:29]=[C:28]([NH:27][C:21]2[C:20]3[C:25](=[CH:26][C:17]([O:16][CH2:15][C:11]4[CH:10]=[C:9]([S:7]([CH3:37])(=[NH:6])=[O:8])[CH:14]=[CH:13][CH:12]=4)=[C:18]([O:35][CH3:36])[CH:19]=3)[N:24]=[CH:23][N:22]=2)[CH:33]=[CH:32][N:31]=1 |f:1.2|. Procedure: According to GWP 6, conversion of (RS)-N-(ethoxycarbonyl)-S-methyl-S-[3-({[4-(2-methyl-4-pyridylamino)-6-methoxyquinazolin-7-yl]oxy}methyl)phenyl]-sulphoximide (20 mg, 0.038 mmol) and chromatography (silica gel, dichloromethane/methanol 4/1) gives the desired product in 79% yield (14 mg). Reactants: CC(C)(C)OC(=O)c1ccc(-c2cccc(Cl)c2)cc1Nc1ccc2c(c1)OCO2, O=C(O)C(F)(F)F. Product: O=C(O)c1ccc(-c2cccc(Cl)c2)cc1Nc1ccc2c(c1)OCO2. As a reaction SMILES: [O:8]1[CH2:9][O:10][c:11]2[c:12]1[cH:13][cH:14][c:15]([NH:17][c:18]1[c:19]([C:20](=[O:21])[O:22][C:23]([CH3:24])([CH3:25])[CH3:26])[cH:27][cH:28][c:29](-[c:31]3[cH:32][c:33]([Cl:37])[cH:34][cH:35][cH:36]3)[cH:30]1)[cH:16]2.[OH:1][C:2]([C:3]([F:4])([F:5])[F:6])=[O:7]>>[O:8]1[CH2:9][O:10][c:11]2[c:12]1[cH:13][cH:14][c:15]([NH:17][c:18]1[c:19]([C:20](=[O:21])[OH:22])[cH:27][cH:28][c:29](-[c:31]3[cH:32][c:33]([Cl:37])[cH:34][cH:35][cH:36]3)[cH:30]1)[cH:16]2. The reactants are C(C)(=O)OC1=CC=C(C=C1)S(=O)(=O)CS(=O)(=O)C1=CC=C(C=C1)OC(C)=O (bis(4-acetyloxyphenylsulfonyl)methane), Cl (hydrochloric acid), C1(=CC=C(C=C1)S(=O)(=O)N=[N+]=[N-])C (p-toluenesulfonylazide), C1CCC2=NCCCN2CC1 (1,8-diazabicyclo[5.4.0]-7-undecene). Run in ClCCl (dichloromethane). Run at time 5 minute. Product: C(C)(=O)OC1=CC=C(C=C1)S(=O)(=O)C(=[N+]=[N-])S(=O)(=O)C1=CC=C(C=C1)OC(C)=O (bis(4-acetyloxyphenylsulfonyl)diazomethane). The yield is 31.0%. RXN SMILES: [C:1]([O:4][C:5]1[CH:10]=[CH:9][C:8]([S:11]([CH2:14][S:15]([C:18]2[CH:23]=[CH:22][C:21]([O:24][C:25](=[O:27])[CH3:26])=[CH:20][CH:19]=2)(=[O:17])=[O:16])(=[O:13])=[O:12])=[CH:7][CH:6]=1)(=[O:3])[CH3:2].C1(C)C=CC(S([N:37]=[N+:38]=[N-])(=O)=O)=CC=1.C1CCN2C(=NCCC2)CC1.Cl>ClCCl>[C:1]([O:4][C:5]1[CH:10]=[CH:9][C:8]([S:11]([C:14]([S:15]([C:18]2[CH:19]=[CH:20][C:21]([O:24][C:25](=[O:27])[CH3:26])=[CH:22][CH:23]=2)(=[O:17])=[O:16])=[N+:37]=[N-:38])(=[O:13])=[O:12])=[CH:7][CH:6]=1)(=[O:3])[CH3:2]. Procedure: The bis(4-acetyloxyphenylsulfonyl)methane in Synthesis Example 3, 4.5 g (0.011 mol), was dispersed in 49 g of dichloromethane. To the dispersion was added 2.5 g (0.016 mol) of p-toluenesulfonylazide which had been separately prepared. With stirring at room temperature, 3.0 g (0.015 mol) of 1,8-diazabicyclo[5.4.0]-7-undecene (DBU) was added to the dispersion, and after 5 minutes, 50 g of a 0.2N aqueous hydrochloric acid was added to stop reaction. The organic layer was separated and washed with 5...